Dataset: the Open Reaction Database (ORD), a public repository of structured organic reaction records. Task: describe an organic reaction: reactants, conditions, products, and yield Reactants: COc1ccc2c(c1)CCC1C2CCC2(C)C1CCC21OCCO1, COc1ccc2c(c1)CCC1C2CCC2(C)C(=O)CCC12. Yields the product COc1ccc2c(c1)CCC1C2=CCC2(C)C1CCC21OCCO1. As a reaction SMILES: [CH3:1][O:2][c:3]1[cH:4][c:5]2[c:22]([cH:23][cH:24]1)[CH:9]1[CH:8]([CH2:7][CH2:6]2)[CH:16]2[C:12]([CH3:21])([CH2:11][CH2:10]1)[C:13]1([CH2:14][CH2:15]2)[O:17][CH2:18][CH2:19][O:20]1.[CH3:25][O:26][c:27]1[cH:28][cH:29][c:30]2[c:40]([cH:41]1)[CH2:39][CH2:38][CH:37]1[CH:31]2[CH2:32][CH2:33][C:34]2([CH3:35])[CH:36]1[CH2:42][CH2:43][C:44]2=[O:45]>>[CH3:1][O:2][c:3]1[cH:4][c:5]2[c:22]([cH:23][cH:24]1)[C:9]1=[CH:10][CH2:11][C:12]3([CH3:21])[C:13]4([CH2:14][CH2:15][CH:16]3[CH:8]1[CH2:7][CH2:6]2)[O:17][CH2:18][CH2:19][O:20]4. Starting materials: O=C([O-])[O-], CC(C)=O, ClCCCBr, [K+], [K+], C=C(c1ccccc1O)c1cccc2[nH]ccc12. The product is C=C(c1ccccc1OCCCCl)c1cccc2[nH]ccc12. Reaction SMILES: [C:19](=[O:20])([O-:21])[O-:22].[CH3:30][C:31](=[O:32])[CH3:33].[Cl:25][CH2:26][CH2:27][CH2:28][Br:29].[K+:23].[K+:24].[nH:1]1[cH:2][cH:3][c:4]2[c:5]([C:10](=[CH2:11])[c:12]3[c:13]([OH:18])[cH:14][cH:15][cH:16][cH:17]3)[cH:6][cH:7][cH:8][c:9]12>>[nH:1]1[cH:2][cH:3][c:4]2[c:5]([C:10](=[CH2:11])[c:12]3[c:13]([O:18][CH2:28][CH2:27][CH2:26][Cl:25])[cH:14][cH:15][cH:16][cH:17]3)[cH:6][cH:7][cH:8][c:9]12.